This data is from the Open Reaction Database (ORD), a public repository of structured organic reaction records. The task is: describe an organic reaction: reactants, conditions, products, and yield The reactants are Cl (hydrochloric acid), C(C)(C)OC1=C(C=C(C=C1)C(C)=O)C (1-(4-isopropoxy-3-methyl-phenyl)-ethanone), O1CCCC1 (tetrahydrofuran), C(OCC)(OCC)=O (diethyl carbonate). The reagents and catalysts are C1COC2=CC=CC=C2OCCOCCOC3=CC=CC=C3OCCO1 (dibenzo-18-crown-6). The solvent is C(C)O (ethanol), O (water). Yields the product C(C)OC(CC(=O)C1=CC(=C(C=C1)OC(C)C)C)=O (3-(4-isopropoxy-3-methyl-phenyl)-3-oxo-propionic acid ethyl ester). Yield: 93.6%. As a reaction SMILES: [CH:1]([O:4][C:5]1[CH:10]=[CH:9][C:8]([C:11](=[O:13])[CH3:12])=[CH:7][C:6]=1[CH3:14])([CH3:3])[CH3:2].O1CCCC1.[C:20](=O)([O:24]CC)[O:21][CH2:22][CH3:23].Cl>C1OCCOC2C(=CC=CC=2)OCCOCCOC2C(=CC=CC=2)OC1.O.C(O)C>[CH2:22]([O:21][C:20](=[O:24])[CH2:12][C:11]([C:8]1[CH:9]=[CH:10][C:5]([O:4][CH:1]([CH3:3])[CH3:2])=[C:6]([CH3:14])[CH:7]=1)=[O:13])[CH3:23]. Procedure: At room temperature, to a mixture of 1-(4-isopropoxy-3-methyl-phenyl)-ethanone (described in Reference Preparation example 93) 9.4 g and tetrahydrofuran 150 ml was added diethyl carbonate 11.6 g, 55% sodium hydride 4.5 g, dibenzo-18-crown-6 0.04 g and ethanol 3 mL, and the resulting mixture was stirred with heating under reflux for nine hours. To the reaction mixture was added water, and the resulting mixture was acidified with 10% aqueous hydrochloric acid solution and was extracted with ethyl ... Reactants: C1CCCCC1, O=Cc1cccc(OC(F)(F)C(F)F)c1, Nc1cc(F)ccc1F. Product: Fc1ccc(F)c(NCc2cccc(OC(F)(F)C(F)F)c2)c1. Reaction SMILES: [CH2:25]1[CH2:26][CH2:27][CH2:28][CH2:29][CH2:30]1.[F:10][C:11]([CH:12]([F:13])[F:14])([O:15][c:16]1[cH:17][c:18]([CH:19]=[O:20])[cH:21][cH:22][cH:23]1)[F:24].[F:1][c:2]1[c:3]([NH2:4])[cH:5][c:6]([F:9])[cH:7][cH:8]1>>[F:1][c:2]1[c:3]([NH:4][CH2:19][c:18]2[cH:17][c:16]([O:15][C:11]([F:10])([CH:12]([F:13])[F:14])[F:24])[cH:23][cH:22][cH:21]2)[cH:5][c:6]([F:9])[cH:7][cH:8]1. Starting materials: CN(C)C=O, CN1CCN(C(=O)c2ccc(Cl)nc2)CC1, [H-], Cn1cc(Br)cc(N)c1=O, [Na+]. The product is CN1CCN(C(=O)c2ccc(Nc3cc(Br)cn(C)c3=O)nc2)CC1. As a reaction SMILES: [CH3:29][N:30]([CH3:31])[CH:32]=[O:33].[Cl:1][c:2]1[cH:3][cH:4][c:5]([C:8](=[O:9])[N:10]2[CH2:11][CH2:12][N:13]([CH3:16])[CH2:14][CH2:15]2)[cH:6][n:7]1.[H-:27].[NH2:17][c:18]1[c:19](=[O:26])[n:20]([CH3:25])[cH:21][c:22]([Br:24])[cH:23]1.[Na+:28]>>[c:2]1([NH:17][c:18]2[c:19](=[O:26])[n:20]([CH3:25])[cH:21][c:22]([Br:24])[cH:23]2)[cH:3][cH:4][c:5]([C:8](=[O:9])[N:10]2[CH2:11][CH2:12][N:13]([CH3:16])[CH2:14][CH2:15]2)[cH:6][n:7]1. Reactants: C1CCOC1, COC(=O)C(Nc1ccccc1)c1cccc(F)c1, [Li+], [OH-], O, O. Product: O=C(O)C(Nc1ccccc1)c1cccc(F)c1. Reaction SMILES: [CH2:23]1[O:24][CH2:25][CH2:26][CH2:27]1.[CH3:1][O:2][C:3]([CH:4]([NH:5][c:6]1[cH:7][cH:8][cH:9][cH:10][cH:11]1)[c:12]1[cH:13][c:14]([F:18])[cH:15][cH:16][cH:17]1)=[O:19].[Li+:22].[OH-:21].[OH2:20].[OH2:28]>>[O:2]=[C:3]([CH:4]([NH:5][c:6]1[cH:7][cH:8][cH:9][cH:10][cH:11]1)[c:12]1[cH:13][c:14]([F:18])[cH:15][cH:16][cH:17]1)[OH:19].